Dataset: the Open Reaction Database (ORD), a public repository of structured organic reaction records. Task: describe an organic reaction: reactants, conditions, products, and yield RXN SMILES: [CH3:1][CH2:2][OH:3].[CH3:23][CH2:24][O:25][CH2:26][CH3:27].[F:4][c:5]1[cH:6][c:7]([CH2:8][O:9][c:10]2[c:11]([Cl:19])[cH:12][c:13]([N+:16]([O-:17])=[O:18])[cH:14][cH:15]2)[cH:20][cH:21][cH:22]1>>[F:4][c:5]1[cH:6][c:7]([CH2:8][O:9][c:10]2[c:11]([Cl:19])[cH:12][c:13]([NH2:16])[cH:14][cH:15]2)[cH:20][cH:21][cH:22]1. The reactants are CCO, CCOCC, O=[N+]([O-])c1ccc(OCc2cccc(F)c2)c(Cl)c1. The product is Nc1ccc(OCc2cccc(F)c2)c(Cl)c1. Starting materials: COc1ccc(COC(C)(C)CO)cc1, CN1CCCC1=O, COC(=O)c1cnc(Cl)cn1, Cl, [H-], [Na+]. Product: COC(=O)c1cnc(OCC(C)(C)OCc2ccc(OC)cc2)cn1. As a reaction SMILES: [CH3:1][O:2][c:3]1[cH:4][cH:5][c:6]([CH2:7][O:8][C:9]([CH2:10][OH:11])([CH3:12])[CH3:13])[cH:14][cH:15]1.[CH3:30][N:31]1[CH2:32][CH2:33][CH2:34][C:35]1=[O:36].[Cl:18][c:19]1[n:20][cH:21][c:22]([C:25](=[O:26])[O:27][CH3:28])[n:23][cH:24]1.[ClH:29].[H-:16].[Na+:17]>>[CH3:1][O:2][c:3]1[cH:4][cH:5][c:6]([CH2:7][O:8][C:9]([CH2:10][O:11][c:19]2[n:20][cH:21][c:22]([C:25](=[O:26])[O:27][CH3:28])[n:23][cH:24]2)([CH3:12])[CH3:13])[cH:14][cH:15]1.